Dataset: the Open Reaction Database (ORD), a public repository of structured organic reaction records. Task: describe an organic reaction: reactants, conditions, products, and yield The reactants are C(C)(C)(C)OC(NC(=N)C=1SC(=C(C1)S(=O)(=O)C1=CC(=CC=C1)Br)SC)=O ({[4-(3-bromo-benzenesulfonyl)-5-methylsulfanyl-thiophen-2-yl]-imino-methyl}-carbamic acid tert-butyl ester), crude solid, C(=O)([O-])[O-].[Na+].[Na+] (Na2CO3), C(CCC)[Li] (Butyllithium), BrC=1C=NC=CC1C (3-bromo-4-methylpyridine), COB(OC)OC (trimethylborate), C(C)(C)(C)OC(NC(=N)C=1SC(=C(C1)S(=O)(=O)C1=CC(=CC=C1)Br)SC)=O ({[4-(3-bromo-benzenesulfonyl)-5-methylsulfanyl-thiophen-2-yl]-imino-methyl}-carbamic acid tert-butyl ester). Reagents/catalysts: C=1C=CC(=CC1)[P](C=2C=CC=CC2)(C=3C=CC=CC3)[Pd]([P](C=4C=CC=CC4)(C=5C=CC=CC5)C=6C=CC=CC6)([P](C=7C=CC=CC7)(C=8C=CC=CC8)C=9C=CC=CC9)[P](C=1C=CC=CC1)(C=1C=CC=CC1)C=1C=CC=CC1 (Pd(PPh3)4). Run in C1(=CC=CC=C1)C (toluene), C(C)O (ethanol), CCOCC (Et2O). Reaction conditions: temperature -78 celsius, time 1 hour. The product is C(C)(C)(C)OC(NC(C=1SC(=C(C1)S(=O)(=O)C1=CC(=CC=C1)C=1C=NC=CC1C)SC)=N)=O ((Imino-{4-[3-(4-methyl-pyridin-3-yl)-benzenesulfonyl]-5-methylsulfanyl-thiophen-2-yl}-methyl)-carbamic acid tert-butyl ester). Isolated yield 71.5%. RXN SMILES: C([Li])CCC.Br[C:7]1[CH:8]=[N:9][CH:10]=[CH:11][C:12]=1[CH3:13].COB(OC)OC.[C:21]([O:25][C:26](=[O:47])[NH:27][C:28]([C:30]1[S:31][C:32]([S:45][CH3:46])=[C:33]([S:35]([C:38]2[CH:43]=[CH:42][CH:41]=[C:40](Br)[CH:39]=2)(=[O:37])=[O:36])[CH:34]=1)=[NH:29])([CH3:24])([CH3:23])[CH3:22].C([O-])([O-])=O.[Na+].[Na+]>CCOCC.C1C=CC([P]([Pd]([P](C2C=CC=CC=2)(C2C=CC=CC=2)C2C=CC=CC=2)([P](C2C=CC=CC=2)(C2C=CC=CC=2)C2C=CC=CC=2)[P](C2C=CC=CC=2)(C2C=CC=CC=2)C2C=CC=CC=2)(C2C=CC=CC=2)C2C=CC=CC=2)=CC=1.C1(C)C=CC=CC=1.C(O)C>[C:21]([O:25][C:26](=[O:47])[NH:27][C:28](=[NH:29])[C:30]1[S:31][C:32]([S:45][CH3:46])=[C:33]([S:35]([C:38]2[CH:39]=[CH:40][CH:41]=[C:42]([C:7]3[CH:8]=[N:9][CH:10]=[CH:11][C:12]=3[CH3:13])[CH:43]=2)(=[O:37])=[O:36])[CH:34]=1)([CH3:24])([CH3:22])[CH3:23] |f:4.5.6,^1:62,64,83,102|. Reported procedure: Butyllithium (2.5 M, 1.88 mL, 4.5 mmol) was added dropwise to a −78° C. solution of 3-bromo-4-methylpyridine (645 mg, 3.75 mmol) in Et2O (15 mL). The solution was stirred at −78° C. for 1 h and trimethylborate (5 mL, 44 mmol) was added in one portion. The solution was warmed to rt over 15 min and stirred for 2 h at rt. The volatile components were removed in vacuo and the solid residue was dried under high vacuum for 2 h. A portion of the crude solid (81 mg, 0.4 mmol) was reacted with {[4-(3-bro...